This data is from the Open Reaction Database (ORD), a public repository of structured organic reaction records. The task is: describe an organic reaction: reactants, conditions, products, and yield Starting materials: [Br-], BrCc1ccccc1, CCCC[N+](CCCC)(CCCC)CCCC, COCCOCC(=O)O, ClCCl. The product is COCCOCC(=O)OCc1ccccc1. RXN SMILES: [Br-:18].[Br:10][CH2:11][c:12]1[cH:13][cH:14][cH:15][cH:16][cH:17]1.[CH3:19][CH2:20][CH2:21][CH2:22][N+:23]([CH2:24][CH2:25][CH2:26][CH3:27])([CH2:28][CH2:29][CH2:30][CH3:31])[CH2:32][CH2:33][CH2:34][CH3:35].[CH3:1][O:2][CH2:3][CH2:4][O:5][CH2:6][C:7](=[O:8])[OH:9].[Cl:36][CH2:37][Cl:38]>>[CH3:1][O:2][CH2:3][CH2:4][O:5][CH2:6][C:7](=[O:8])[O:9][CH2:11][c:12]1[cH:13][cH:14][cH:15][cH:16][cH:17]1.